This data is from the Open Reaction Database (ORD), a public repository of structured organic reaction records. The task is: describe an organic reaction: reactants, conditions, products, and yield The reactants are BrC1=CC=2N=CN(C(C2S1)=O)C1=CC(=C(C=C1)OCCN1CCCC1)F (6-Bromo-3-[3-fluoro-4-(2-pyrrolidin-1-ylethoxy)phenyl]-3H-thieno[3,2-d]pyrimidin-4-one), N1C(CCC1)=O (2-pyrrolidone). Yields the product FC=1C=C(C=CC1OCCN1CCCC1)N1C=NC2=C(C1=O)SC(=C2)N2C(CCC2)=O (3-[3-Fluoro-4-(2-pyrrolidin-1-ylethoxy)phenyl]-6-(2-oxopyrrolidin-1-yl)-3H-thieno[3,2-d]pyrimidin-4-one). Reaction SMILES: Br[C:2]1[S:10][C:9]2[C:8](=[O:11])[N:7]([C:12]3[CH:17]=[CH:16][C:15]([O:18][CH2:19][CH2:20][N:21]4[CH2:25][CH2:24][CH2:23][CH2:22]4)=[C:14]([F:26])[CH:13]=3)[CH:6]=[N:5][C:4]=2[CH:3]=1.[NH:27]1[CH2:31][CH2:30][CH2:29][C:28]1=[O:32]>>[F:26][C:14]1[CH:13]=[C:12]([N:7]2[C:8](=[O:11])[C:9]3[S:10][C:2]([N:27]4[CH2:31][CH2:30][CH2:29][C:28]4=[O:32])=[CH:3][C:4]=3[N:5]=[CH:6]2)[CH:17]=[CH:16][C:15]=1[O:18][CH2:19][CH2:20][N:21]1[CH2:25][CH2:24][CH2:23][CH2:22]1. Procedure details: 6-Bromo-3-[3-fluoro-4-(2-pyrrolidin-1-ylethoxy)phenyl]-3H-thieno[3,2-d]pyrimidin-4-one was reacted with 2-pyrrolidone by method S. The product with the molecular weight of 442.52 (C22H23FN4O3S) was obtained in this way; MS (ESI): 443 (M+H+). Starting materials: CC1CN(C(=O)c2ccccc2)CCN1c1nnc(Cl)c2cccnc12, OB(O)c1ccc(C(F)(F)F)cc1, [Na+], [Na+], O=C([O-])[O-], c1ccc(P(c2ccccc2)(c2ccccc2)[Pd](P(c2ccccc2)(c2ccccc2)c2ccccc2)(P(c2ccccc2)(c2ccccc2)c2ccccc2)P(c2ccccc2)(c2ccccc2)c2ccccc2)cc1. The product is CC1CN(C(=O)c2ccccc2)CCN1c1nnc(-c2ccc(C(F)(F)F)cc2)c2cccnc12. RXN SMILES: [Cl:1][c:2]1[c:3]2[c:4]([c:5]([N:8]3[CH:9]([CH3:22])[CH2:10][N:11]([C:14](=[O:15])[c:16]4[cH:17][cH:18][cH:19][cH:20][cH:21]4)[CH2:12][CH2:13]3)[n:6][n:7]1)[n:23][cH:24][cH:25][cH:26]2.[F:27][C:28]([c:29]1[cH:30][cH:31][c:32]([B:35]([OH:36])[OH:37])[cH:33][cH:34]1)([F:38])[F:39].[Na+:40].[Na+:41].[O-:42][C:43](=[O:44])[O-:45].[cH:46]1[cH:47][cH:48][c:49]([P:50]([Pd:51]([P:52]([c:53]2[cH:54][cH:55][cH:56][cH:57][cH:58]2)([c:59]2[cH:60][cH:61][cH:62][cH:63][cH:64]2)[c:65]2[cH:66][cH:67][cH:68][cH:69][cH:70]2)([P:71]([c:72]2[cH:73][cH:74][cH:75][cH:76][cH:77]2)([c:78]2[cH:79][cH:80][cH:81][cH:82][cH:83]2)[c:84]2[cH:85][cH:86][cH:87][cH:88][cH:89]2)[P:90]([c:91]2[cH:92][cH:93][cH:94][cH:95][cH:96]2)([c:97]2[cH:98][cH:99][cH:100][cH:101][cH:102]2)[c:103]2[cH:104][cH:105][cH:106][cH:107][cH:108]2)([c:109]2[cH:110][cH:111][cH:112][cH:113][cH:114]2)[c:115]2[cH:116][cH:117][cH:118][cH:119][cH:120]2)[cH:121][cH:122]1>>[c:2]1(-[c:32]2[cH:31][cH:30][c:29]([C:28]([F:27])([F:38])[F:39])[cH:34][cH:33]2)[c:3]2[c:4]([c:5]([N:8]3[CH:9]([CH3:22])[CH2:10][N:11]([C:14](=[O:15])[c:16]4[cH:17][cH:18][cH:19][cH:20][cH:21]4)[CH2:12][CH2:13]3)[n:6][n:7]1)[n:23][cH:24][cH:25][cH:26]2.